This data is from the Open Reaction Database (ORD), a public repository of structured organic reaction records. The task is: describe an organic reaction: reactants, conditions, products, and yield The reactants are C(C)(C)(C)OC(NC1(CCC1)C1=CC=C(C=C1)C=1C(=CC=2N(N1)C(=CN2)Br)C2=CC=CC=C2)=O ({1-[4-(3-Bromo-7-phenyl-imidazo[1,2-b]pyridazin-6-yl)-phenyl]-cyclobutyl}-carbamic acid tert.-butyl ester), C([O-])([O-])=O.[K+].[K+] (potassium carbonate), C(=C)B1OB(OB(O1)C=C)C=C (2,4,6-trivinyl-cyclotriboroxane), tetrakis triphenylphosphine palladium(0). Solvent: C(OC)COC (dimethoxyethane), O (water). Reaction conditions: time 30 minute. Product: C(C)(C)(C)OC(NC1(CCC1)C1=CC=C(C=C1)C=1C(=CC=2N(N1)C(=CN2)C=C)C2=CC=CC=C2)=O ({1-[4-(7-phenyl-3-vinyl-imidazo[1,2-b]pyridazin-6-yl]-phenyl]-cyclobutyl}-carbamic acid tert-butyl ester). RXN SMILES: [C:1]([O:5][C:6](=[O:34])[NH:7][C:8]1([C:12]2[CH:17]=[CH:16][C:15]([C:18]3[C:19]([C:28]4[CH:33]=[CH:32][CH:31]=[CH:30][CH:29]=4)=[CH:20][C:21]4[N:22]([C:24](Br)=[CH:25][N:26]=4)[N:23]=3)=[CH:14][CH:13]=2)[CH2:11][CH2:10][CH2:9]1)([CH3:4])([CH3:3])[CH3:2].[CH:35](B1OB(C=C)OB(C=C)O1)=[CH2:36].C(=O)([O-])[O-].[K+].[K+]>C(COC)OC.O>[C:1]([O:5][C:6](=[O:34])[NH:7][C:8]1([C:12]2[CH:17]=[CH:16][C:15]([C:18]3[C:19]([C:28]4[CH:33]=[CH:32][CH:31]=[CH:30][CH:29]=4)=[CH:20][C:21]4[N:22]([C:24]([CH:35]=[CH2:36])=[CH:25][N:26]=4)[N:23]=3)=[CH:14][CH:13]=2)[CH2:11][CH2:10][CH2:9]1)([CH3:4])([CH3:3])[CH3:2] |f:2.3.4|. Reported procedure: 133 mg (0.256 mmol) {1-[4-(3-Bromo-7-phenyl-imidazo[1,2-b]pyridazin-6-yl)-phenyl]-cyclobutyl}-carbamic acid tert.-butyl ester, intermediate example Int-2-1, 61.6 mg (0.256 mmol) 2,4,6-trivinyl-cyclotriboroxane, 29.6 mg (0.026 mmol) tetrakis triphenylphosphine palladium(0) and 35.4 mg (0.256 mmol) potassium carbonate in 2 mL dimethoxyethane and 0.7 mL water were heated in a microwave vial (heating block) at 110° C. for 16 hours. The reaction mixture was poured on water/saturated ammonium chloride... Conditions: temperature -5 celsius, time 18 hour. The product is ClC1=CC=C(C=C1)C=1NC(=CC1C#N)C(F)(F)F (2-(p-chlorophenyl)-5-(trifluoromethyl)pyrrole-3-carbonitrile). The reactants are ClC1=CC=C(C=C1)C1N=C(OC1=O)C(F)(F)F (4-(p-chlorophenyl)-2-(trifluoromethyl)-2-oxazolin-5-one), [N+](=O)([O-])C (nitromethane), ClC(C#N)=C (2-chloroacrylonitrile). RXN SMILES: [Cl:1][C:2]1[CH:7]=[CH:6][C:5]([CH:8]2[C:12](=O)O[C:10]([C:14]([F:17])([F:16])[F:15])=[N:9]2)=[CH:4][CH:3]=1.ClC(=C)[C:20]#[N:21].[N+]([CH3:26])([O-])=O>>[Cl:1][C:2]1[CH:7]=[CH:6][C:5]([C:8]2[NH:9][C:10]([C:14]([F:17])([F:16])[F:15])=[CH:26][C:12]=2[C:20]#[N:21])=[CH:4][CH:3]=1. Procedure: 4-(p-chlorophenyl)-2-(trifluoromethyl)-2-oxazolin-5-one (2.5 g; 0.01 mol) is dissolved in nitromethane (50 mL). In a single portion, 2-chloroacrylonitrile (8.0 mL; 0.10 mol) is added to the solution, and the resulting solution is stirred 18 hours at reflux under a nitrogen atmosphere. Cooling the red/brown solution to -5° C. in an ice-acetone bath causes the formation of a precipitate which is collected by filtration and washed with a small portion of cold nitromethane. The resulting tan solid i... Reactants: ice water, NC1=NC(=C(C(=N1)Cl)CC=C(C)C1=C(C=CC(=C1)Cl)Cl)C (2-amino-4-chloro-6-methyl-5-[3-(2,5-dichlorophenyl)-2-butenyl]pyrimidine), [N-]=[N+]=[N-].[Na+] (sodium azide), [Cl-].[NH4+] (ammonium chloride), ice. The solvent is CS(=O)C (dimethyl sulfoxide). Yields the product NC1=NC(=C(C=2N1N=NN2)CC=C(C)C2=C(C=CC(=C2)Cl)Cl)C (5-amino-7-methyl-8-[3-(2,5-dichlorophenyl)-2-butenyl]tetrazolo[1,5-c]pyrimidine). Isolated yield 85.9%. RXN SMILES: [NH2:1][C:2]1[N:7]=[C:6](Cl)[C:5]([CH2:9][CH:10]=[C:11]([C:13]2[CH:18]=[C:17]([Cl:19])[CH:16]=[CH:15][C:14]=2[Cl:20])[CH3:12])=[C:4]([CH3:21])[N:3]=1.[N-:22]=[N+:23]=[N-:24].[Na+].[Cl-].[NH4+]>CS(C)=O>[NH2:1][C:2]1[N:7]2[N:22]=[N:23][N:24]=[C:6]2[C:5]([CH2:9][CH:10]=[C:11]([C:13]2[CH:18]=[C:17]([Cl:19])[CH:16]=[CH:15][C:14]=2[Cl:20])[CH3:12])=[C:4]([CH3:21])[N:3]=1 |f:1.2,3.4|. Procedure details: Under a nitrogen atmosphere, a solution of 2.0 grams (0.006 mole) of 2-amino-4-chloro-6-methyl-5-[3-(2,5-dichlorophenyl)-2-butenyl]pyrimidine, 0.4 gram (0.006 mole) of sodium azide, and 0.3 gram (0.006 mole) of ammonium chloride in 15 mL of dimethyl sulfoxide is stirred at ambient temperature for about 18 hours. After this time the reaction mixture is poured into ice-water. The mixture is stirred until the ice melted, and the resultant solid is collected by filtration. The solid is dissolved in ... The reactants are CCOc1c(CN2CCCCC2)c2c(c3c1OC(C)(C)C3)C(c1cccc(N)c1)=NC(C)(C)C2, CC(C)OC(C)C, O=C1OC(=O)c2ccccc21, C1CCOC1. Yields the product CCOc1c(CN2CCCCC2)c2c(c3c1OC(C)(C)C3)C(c1cccc(NC(=O)c3ccccc3C(=O)O)c1)=NC(C)(C)C2. As a reaction SMILES: [CH2:12]([CH3:13])[O:14][c:15]1[c:16]([CH2:39][N:40]2[CH2:41][CH2:42][CH2:43][CH2:44][CH2:45]2)[c:17]2[c:22]([c:23]3[c:24]1[O:25][C:26]([CH3:28])([CH3:29])[CH2:27]3)[C:21]([c:30]1[cH:31][c:32]([NH2:36])[cH:33][cH:34][cH:35]1)=[N:20][C:19]([CH3:37])([CH3:38])[CH2:18]2.[CH:46]([O:47][CH:48]([CH3:49])[CH3:50])([CH3:51])[CH3:52].[O:1]=[C:2]1[O:3][C:4](=[O:5])[c:6]2[cH:7][cH:8][cH:9][cH:10][c:11]21.[O:53]1[CH2:54][CH2:55][CH2:56][CH2:57]1>>[O:1]=[C:2]([OH:3])[c:11]1[c:6]([C:4](=[O:5])[NH:36][c:32]2[cH:31][c:30]([C:21]3=[N:20][C:19]([CH3:37])([CH3:38])[CH2:18][c:17]4[c:16]([CH2:39][N:40]5[CH2:41][CH2:42][CH2:43][CH2:44][CH2:45]5)[c:15]([O:14][CH2:12][CH3:13])[c:24]5[c:23]([c:22]43)[CH2:27][C:26]([CH3:28])([CH3:29])[O:25]5)[cH:35][cH:34][cH:33]2)[cH:7][cH:8][cH:9][cH:10]1.